Dataset: the Open Reaction Database (ORD), a public repository of structured organic reaction records. Task: describe an organic reaction: reactants, conditions, products, and yield Starting materials: [N-]=[N+]=[N-].[Na+] (sodium azide), ClCC=1C=C(C(=O)NC)C=CC1 (3-(chloromethyl)-N-methyl-benzamide), Cl[Si](C)(C)C (chlorotrimethylsilane), S(=O)(Cl)Cl (thionyl chloride), imidoyl chloride. The solvent is C(C)#N (acetonitrile), C1(=CC=CC=C1)C (toluene), O (water), C(C)#N (acetonitrile). Run at time 1.5 hour. Yields the product CN1N=NN=C1C=1C=C(CCl)C=CC1 (3-(1-methyltetrazol-5-yl)benzyl chloride), white amorphous solid. Yield: 79.5%. RXN SMILES: [Cl:1][CH2:2][C:3]1[CH:4]=[C:5]([CH:10]=[CH:11][CH:12]=1)[C:6]([NH:8][CH3:9])=O.S(Cl)(Cl)=O.[N-:17]=[N+:18]=[N-:19].[Na+].Cl[Si](C)(C)C>C1(C)C=CC=CC=1.C(#N)C.O>[CH3:9][N:8]1[C:6]([C:5]2[CH:4]=[C:3]([CH:12]=[CH:11][CH:10]=2)[CH2:2][Cl:1])=[N:19][N:18]=[N:17]1 |f:2.3|. Reported procedure: To a suspension of 3-(chloromethyl)-N-methyl-benzamide (27.2 g, 148 mmol) in toluene (100 mL) was added thionyl chloride (16.2 mL, 222 mmol) at room temperature. The resulting suspension was heated at reflux for 15 hours. The reaction mixture was cooled to room temperature and then concentrated under vacuum. The residue was azeotroped with toluene and dried under high vacuum. To a suspension of sodium azide (11.6 g, 178 mmol) in acetonitrile (140 mL) was added chlorotrimethylsilane (23.7 mL, 187... Reactants: COC1=CC=C(C2=C1N=C(S2)N2CCCCC2)C(=O)O (4-methoxy-2(piperidin-1-yl)benzothiazole-7-carboxylic acid), C(C(=O)Cl)(=O)Cl (oxalyl chloride), CC1=NOC(=C1N)C (3,5-dimethylisoxazol-4-amine). The reagents and catalysts are CN(C=O)C (dimethylformamide). The solvent is ClCCl (dichloromethane), ClCCl (dichloromethane), C(C)N(CC)CC (triethylamine). The product is CC1=NOC(=C1NC(=O)C1=CC=C(C=2N=C(SC21)N2CCCCC2)OC)C (4-Methoxy-2-(piperidin-1-yl)benzothiazole-7-carboxylic acid (3,5-dimethyiisoxazol-4-yl)amide). Yield: 9.1%. RXN SMILES: [CH3:1][O:2][C:3]1[C:8]2[N:9]=[C:10]([N:12]3[CH2:17][CH2:16][CH2:15][CH2:14][CH2:13]3)[S:11][C:7]=2[C:6]([C:18]([OH:20])=O)=[CH:5][CH:4]=1.C(Cl)(=O)C(Cl)=O.[CH3:27][C:28]1[C:32]([NH2:33])=[C:31]([CH3:34])[O:30][N:29]=1>CN(C)C=O.ClCCl.C(N(CC)CC)C>[CH3:27][C:28]1[C:32]([NH:33][C:18]([C:6]2[C:7]3[S:11][C:10]([N:12]4[CH2:13][CH2:14][CH2:15][CH2:16][CH2:17]4)=[N:9][C:8]=3[C:3]([O:2][CH3:1])=[CH:4][CH:5]=2)=[O:20])=[C:31]([CH3:34])[O:30][N:29]=1. Reported procedure: Starting from 4-methoxy-2(piperidin-1-yl)benzothiazole-7-carboxylic acid (0.24 g), oxalyl chloride (2.0 ml), dichloromethane (20 ml) and dimethylformamide (1 drop), followed by 3,5-dimethylisoxazol-4-amine (0.10 g), triethylamine (0.25 ml) and dichloromethane (20 ml). Purification by flash chromatography (eluent 5% methanol in dichloromethane) yielded the title compound as a white solid (29 mg). TLC Rf 0.49 (ethyl acetate); MS found M+1 387. The reactants are C([O-])([O-])=O.[K+].[K+] (potassium carbonate), [I-].[Na+] (sodium iodide), C(C1=CC=CC=C1)(=O)CC(=O)OCC (ethyl benzoylacetate), ClCC1=CC2=C(OCO2)C=C1 (5-Chloromethyl benzo[1,3]dioxol). Solvent: CN(C=O)C (Dimethylformamide). Reaction conditions: time 5 hour. Yields the product C(C)OC(C(C(C1=CC=CC=C1)=O)CC1=CC2=C(OCO2)C=C1)=O (2-benzo[1,3]dioxol-5-ylmethyl-3-oxo-3-phenylpropionate ethyl ester). Isolated yield 76.5%. Reaction SMILES: Cl[CH2:2][C:3]1[CH:11]=[CH:10][C:6]2[O:7][CH2:8][O:9][C:5]=2[CH:4]=1.C(=O)([O-])[O-].[K+].[K+].[I-].[Na+].[C:20]([CH2:28][C:29]([O:31][CH2:32][CH3:33])=[O:30])(=[O:27])[C:21]1[CH:26]=[CH:25][CH:24]=[CH:23][CH:22]=1>CN(C)C=O>[CH2:32]([O:31][C:29](=[O:30])[CH:28]([CH2:2][C:3]1[CH:11]=[CH:10][C:6]2[O:7][CH2:8][O:9][C:5]=2[CH:4]=1)[C:20](=[O:27])[C:21]1[CH:22]=[CH:23][CH:24]=[CH:25][CH:26]=1)[CH3:33] |f:1.2.3,4.5|. Procedure details: 5-Chloromethyl benzo[1,3]dioxol (11.2 g, 65.7 mmol) was dissolved in Dimethylformamide. Then, potassium carbonate (18.2 g, 131.4 mmol), sodium iodide (10.8 g, 72.27 mmol) and ethyl benzoylacetate (12.5 ml, 72.27 mmol) were added thereto and stirred for 5 hours at room temperature. The reaction mixture was extracted with ammonium chloride and ether, the organic layer was separated, dried over anhydrous magnesium sulfate, concentrated, and the resulting residue was purified by column chromatograph...